This data is from the Open Reaction Database (ORD), a public repository of structured organic reaction records. The task is: describe an organic reaction: reactants, conditions, products, and yield The reactants are C(C(=O)O)(=O)O.CC(CC1=CC=C(C=C1)OC)NCC(C1=C(C=CC=C1)OCC1=CC=CC=C1)O (α-[(α-methyl-4-methoxyphenethylamino)methyl]-2-benzyloxybenzylalcohol oxalate). Reagents/catalysts: [C].[Pd] (palladium-carbon). Run in C(C)O (ethanol). Yields the product C(C(=O)O)(=O)O.CC(CC1=CC=C(C=C1)OC)NCC(C1=C(C=CC=C1)O)O (α-[(α-methyl-4-methoxyphenethylamino)methyl]-2-hydroxybenzylalcohol oxalate). Yield: 84.4%. Reaction SMILES: [C:1]([OH:6])(=[O:5])[C:2]([OH:4])=[O:3].[CH3:7][CH:8]([NH:18][CH2:19][CH:20]([OH:35])[C:21]1[CH:26]=[CH:25][CH:24]=[CH:23][C:22]=1[O:27]CC1C=CC=CC=1)[CH2:9][C:10]1[CH:15]=[CH:14][C:13]([O:16][CH3:17])=[CH:12][CH:11]=1>[C].[Pd].C(O)C>[C:1]([OH:6])(=[O:5])[C:2]([OH:4])=[O:3].[CH3:7][CH:8]([NH:18][CH2:19][CH:20]([OH:35])[C:21]1[CH:26]=[CH:25][CH:24]=[CH:23][C:22]=1[OH:27])[CH2:9][C:10]1[CH:11]=[CH:12][C:13]([O:16][CH3:17])=[CH:14][CH:15]=1 |f:0.1,2.3,5.6|. Procedure details: A mixture of 0.7 g of α-[(α-methyl-4-methoxyphenethylamino)methyl]-2-benzyloxybenzylalcohol oxalate [the diastereoisomer of M.p. 143°-144° C. (decomp.)], 0.15 g of 10% palladium-carbon and 15 ml of 90% aqueous ethanol is treated in the same manner as described in Example 1-(4-a). The crude product thus obtained is recrystallized from ethanol. 0.48 g of α-[(α-methyl-4-methoxyphenethylamino)methyl]-2-hydroxybenzylalcohol oxalate [the diastereoisomer of M.p. 193°-194° C. (decomp.)] is thereby obtai... The reactants are solution, [H-].C(C(C)C)[Al+]CC(C)C (diisobutylaluminum hydride), C(C)[Si](OC(CC(=O)N1S(=O)(=O)CC23[C@H]1CC(CC2)C3(C)C)C=3C=C2C=CC=NC2=CC3)(CC)CC ((2R)-N-[3-(triethylsilyloxy)-3-(6-quinolyl)-propionyl]bomane-10,2-sultam). The solvent is CCCCCC (hexane), C(Cl)Cl (CH2Cl2). Conditions: temperature -78 celsius, time 6 hour. Product: C(C)[Si](O[C@@H](CC=O)C=1C=C2C=CC=NC2=CC1)(CC)CC ((3S)-3-(triethylsilyloxy)-3-(6-quinolyl)propanal). RXN SMILES: [CH2:1]([Si:3]([CH2:35][CH3:36])([CH2:33][CH3:34])[O:4][CH:5]([C:23]1[CH:24]=[C:25]2[C:30](=[CH:31][CH:32]=1)[N:29]=[CH:28][CH:27]=[CH:26]2)[CH2:6][C:7](N1[C@@H]2CC3C(C)(C)C2(CC3)CS1(=O)=O)=[O:8])[CH3:2].[H-].C([Al+]CC(C)C)C(C)C>C(Cl)Cl.CCCCCC>[CH2:35]([Si:3]([CH2:1][CH3:2])([CH2:33][CH3:34])[O:4][C@H:5]([C:23]1[CH:24]=[C:25]2[C:30](=[CH:31][CH:32]=1)[N:29]=[CH:28][CH:27]=[CH:26]2)[CH2:6][CH:7]=[O:8])[CH3:36] |f:1.2|. Procedure details: A solution of (2R)-N-[3-(triethylsilyloxy)-3-(6-quinolyl)-propionyl]bomane-10,2-sultam (52.8 gm) in 1000 mL of CH2Cl2 is cooled to −78° C., and a 1.0 M solution of diisobutylaluminum hydride in hexane is added dropwise so as to keep the reaction temperature below −65° C. The mixture is stirred for an additional 6 hours at −78° C., then is quenched by addition of sat. aq. NH4Cl and allowed to warm to ambient temperature. The mixture is washed with brine, and the organic phase is dried over MgSO4,... Starting materials: ClC=1C(=NC=C(C1)Cl)C(C)=O (3,5-dichloro-2-acetylpyridine), C(C)(=O)OCC(F)(F)F (trifluoroethyl acetate), CCOCC (ether), C(C)[O-].[Na+] (sodium ethanolate). The solvent is C(C)O (ethanol). Conditions: time 8 hour. Product: ClC=1C(=NC=C(C1)Cl)C(CC(=O)C(F)(F)F)=O (1-(3,5-dichloro-2-pyridyl)-3-trifluoromethylpropane-1,3-dione). As a reaction SMILES: [Cl:1][C:2]1[C:3]([C:9](=[O:11])[CH3:10])=[N:4][CH:5]=[C:6]([Cl:8])[CH:7]=1.C([O:15][CH2:16][C:17]([F:20])([F:19])[F:18])(=O)C.CCOCC.C([O-])C.[Na+]>C(O)C>[Cl:1][C:2]1[C:3]([C:9](=[O:11])[CH2:10][C:16]([C:17]([F:20])([F:19])[F:18])=[O:15])=[N:4][CH:5]=[C:6]([Cl:8])[CH:7]=1 |f:3.4|. Procedure details: 15.8 g of 3,5-dichloro-2-acetylpyridine are introduced together with 12.0 ml of trifluoroethyl acetate into 125 ml of absolute ether. With stirring, the mixture is cooled using an ice-bath and 46.6 ml of, a 21% sodium ethanolate solution in ethanol are added dropwise. The ice-bath is then removed and the mixture is subsequently stirred overnight at 25° C. After cooling the reaction mixture in an ice-bath and adding dropwise 7.5 ml of glacial acetic acid, the mixture is concentrated in vacuo. 39....